The task is: describe an organic reaction: reactants, conditions, products, and yield. This data is from the Open Reaction Database (ORD), a public repository of structured organic reaction records. The product is NC1CCCc2nc(CCO)ncc21. Reaction SMILES: [C:1]([Si:2]([c:3]1[cH:4][cH:5][cH:20][cH:21][cH:22]1)([O:6][CH2:7][CH2:8][c:9]1[n:10][c:11]2[c:16]([cH:17][n:18]1)[CH:15]([NH2:19])[CH2:14][CH2:13][CH2:12]2)[c:23]1[cH:24][cH:25][cH:26][cH:27][cH:28]1)([CH3:29])([CH3:30])[CH3:31].[CH2:33]([N+:34]([CH2:35][CH2:36][CH2:37][CH3:38])([CH2:39][CH2:40][CH2:41][CH3:42])[CH2:43][CH2:44][CH2:45][CH3:46])[CH2:47][CH2:48][CH3:49].[CH2:57]1[O:58][CH2:59][CH2:60][CH2:61]1.[CH3:50][CH2:51][O:52][C:53]([CH3:54])=[O:55].[CH3:62][OH:63].[CH3:64][CH2:65][O:66][C:67]([CH3:68])=[O:69].[CH3:70][OH:71].[F-:32].[NH3:56]>>[OH:6][CH2:7][CH2:8][c:9]1[n:10][c:11]2[c:16]([cH:17][n:18]1)[CH:15]([NH2:19])[CH2:14][CH2:13][CH2:12]2. The reactants are CC(C)(C)[Si](OCCc1ncc2c(n1)CCCC2N)(c1ccccc1)c1ccccc1, CCCC[N+](CCCC)(CCCC)CCCC, C1CCOC1, CCOC(C)=O, CO, CCOC(C)=O, CO, [F-], N. Reported procedure: A 100-mL flask equipped with a reflux condensor was charged with 4-chloro-2-(10-fluoro-1-oxo-3,4,6,7,8,9-hexahydropyrazino[1,2-a]indol-2(1H)-yl)nicotinaldehyde 134c (297 mg, 0.57 mmol), 1-methyl-3-(pyridin-2-ylamino)-5-(4,4,5,5-tetramethyl-1,3,2-dioxaborolan-2-yl)pyridin-2(1H)-one 178b (186 mg, 0.57 mmol), sodium acetate (90 mg, 1.1 mmol), K3PO4 (234 mg, 1.1 mmol), PdCl2(dppf) (50 mg, 0.057 mmol), acetonitrile (25 mL), and water (1 mL). After bubbling nitrogen through the mixture for 30 minutes,... The reagents and catalysts are C1=CC=C(C=C1)P([C-]2C=CC=C2)C3=CC=CC=C3.C1=CC=C(C=C1)P([C-]2C=CC=C2)C3=CC=CC=C3.Cl[Pd]Cl.[Fe+2] (PdCl2(dppf)). Run at temperature 100 celsius. The yield is 60.9%. Yields the product FC1=C2N(C=3CCCCC13)CCN(C2=O)C2=C(C=O)C(=CC=N2)C2=CN(C(C(=C2)NC2=NC=CC=C2)=O)C (2-(10-Fluoro-1-oxo-3,4,6,7,8,9-hexahydropyrazino[1,2-a]indol-2(1H)-yl)-4-(1-methyl-6-oxo-5-(pyridin-2-ylamino)-1,6-dihydropyridin-3-yl)nicotinaldehyde). RXN SMILES: Cl[C:2]1[C:7]([CH:8]=[O:9])=[C:6]([N:10]2[CH2:23][CH2:22][N:13]3[C:14]4[CH2:15][CH2:16][CH2:17][CH2:18][C:19]=4[C:20]([F:21])=[C:12]3[C:11]2=[O:24])[N:5]=[CH:4][CH:3]=1.[CH3:25][N:26]1[CH:31]=[C:30](B2OC(C)(C)C(C)(C)O2)[CH:29]=[C:28]([NH:41][C:42]2[CH:47]=[CH:46][CH:45]=[CH:44][N:43]=2)[C:27]1=[O:48].C([O-])(=O)C.[Na+].[O-]P([O-])([O-])=O.[K+].[K+].[K+]>C1C=CC(P(C2C=CC=CC=2)[C-]2C=CC=C2)=CC=1.C1C=CC(P(C2C=CC=CC=2)[C-]2C=CC=C2)=CC=1.Cl[Pd]Cl.[Fe+2].O.C(#N)C>[F:21][C:20]1[C:19]2[CH2:18][CH2:17][CH2:16][CH2:15][C:14]=2[N:13]2[CH2:22][CH2:23][N:10]([C:6]3[N:5]=[CH:4][CH:3]=[C:2]([C:30]4[CH:29]=[C:28]([NH:41][C:42]5[CH:47]=[CH:46][CH:45]=[CH:44][N:43]=5)[C:27](=[O:48])[N:26]([CH3:25])[CH:31]=4)[C:7]=3[CH:8]=[O:9])[C:11](=[O:24])[C:12]=12 |f:2.3,4.5.6.7,8.9.10.11|. Starting materials: ClC1=CC=NC(=C1C=O)N1C(C=2N(C=3CCCCC3C2F)CC1)=O (4-Chloro-2-(10-fluoro-1-oxo-3,4,6,7,8,9-hexahydropyrazino[1,2-a]indol-2(1H)-yl)nicotinaldehyde), CN1C(C(=CC(=C1)B1OC(C(O1)(C)C)(C)C)NC1=NC=CC=C1)=O (1-Methyl-3-(pyridin-2-ylamino)-5-(4,4,5,5-tetramethyl-1,3,2-dioxaborolan-2-yl)pyridin-2(1H)-one), C(C)(=O)[O-].[Na+] (sodium acetate), [O-]P(=O)([O-])[O-].[K+].[K+].[K+] (K3PO4). Solvent: O (water), C(C)#N (acetonitrile). The reactants are C1(CC1)C(=O)C1=CC(=C(C=C1)Cl)[N+](=O)[O-] (4-chloro-3-nitrophenyl cyclopropyl ketone), C(=O)(OC(C)(C)C)NC1CCNCC1 (4-(N-Boc-amino)piperidine), TEA. Procedure: Method 1 was followed using 4-chloro-3-nitrophenyl cyclopropyl ketone (1.0 eq), 4-(N-Boc-amino)piperidine (1.2 eq), and TEA (1.5 eq) at 55° C. for 48 hours yielding tert-butyl 1-(4-(cyclopropanecarbonyl)-2-nitrophenyl)piperidin-4-ylcarbamate (95%). LCMS (m/z): 390.1 (MH+); LC Rt=3.25 min. Product: C1(CC1)C(=O)C1=CC(=C(C=C1)N1CCC(CC1)NC(OC(C)(C)C)=O)[N+](=O)[O-] (tert-butyl 1-(4-(cyclopropanecarbonyl)-2-nitrophenyl)piperidin-4-ylcarbamate). The yield is 95.0%. As a reaction SMILES: [CH:1]1([C:4]([C:6]2[CH:11]=[CH:10][C:9](Cl)=[C:8]([N+:13]([O-:15])=[O:14])[CH:7]=2)=[O:5])[CH2:3][CH2:2]1.[C:16]([NH:23][CH:24]1[CH2:29][CH2:28][NH:27][CH2:26][CH2:25]1)([O:18][C:19]([CH3:22])([CH3:21])[CH3:20])=[O:17]>>[CH:1]1([C:4]([C:6]2[CH:11]=[CH:10][C:9]([N:27]3[CH2:26][CH2:25][CH:24]([NH:23][C:16](=[O:17])[O:18][C:19]([CH3:21])([CH3:20])[CH3:22])[CH2:29][CH2:28]3)=[C:8]([N+:13]([O-:15])=[O:14])[CH:7]=2)=[O:5])[CH2:3][CH2:2]1. Reactants: P(=O)(OC(C)(C)C)(OC(C)(C)C)[O-].[K+] (potassium ditert-butyl phosphate), C([O-])(O)=O.[Na+] (sodium bicarbonate), S(=O)(=O)([O-])[O-].C(CCC)[NH3+].C(CCC)[NH3+] (n-butylammonium sulfate), ClCOS(=O)(=O)Cl (chloromethylchlorosulfonate). Run in C(Cl)Cl (methylene chloride), O (water), O (water), C(Cl)Cl (methylene chloride). Run at time 2 hour. The product is P(=O)(OC(C)(C)C)(OC(C)(C)C)OCCl (di-t-butyl chloromethyl phosphate). RXN SMILES: [P:1]([O-:13])([O:8][C:9]([CH3:12])([CH3:11])[CH3:10])([O:3][C:4]([CH3:7])([CH3:6])[CH3:5])=[O:2].[K+].C(=O)(O)[O-].[Na+].S([O-])([O-])(=O)=O.C([NH3+])CCC.C([NH3+])CCC.[Cl:35][CH2:36]OS(Cl)(=O)=O>C(Cl)Cl.O>[P:1]([O:13][CH2:36][Cl:35])([O:3][C:4]([CH3:6])([CH3:7])[CH3:5])([O:8][C:9]([CH3:12])([CH3:11])[CH3:10])=[O:2] |f:0.1,2.3,4.5.6|. Procedure details: A 100 mL round bottomed flask was charged with potassium ditert-butyl phosphate (1.0 g, 4.03 mmol), sodium bicarbonate (677.4 mg, 8.06 mmol), n-butylammonium sulfate (68.2 mg, 0.403 mmol), water (10 ml) and methylene chloride (5 ml). To the mixture was added a solution of chloromethylchlorosulfonate (797.9 mg, 4.84 mmol) in methylene chloride (5 ml), and the mixture stirred at room temperature for 2 hours. To the reaction product was added water (30 ml), and the whole was extracted with methylen...